Task: describe an organic reaction: reactants, conditions, products, and yield. Dataset: the Open Reaction Database (ORD), a public repository of structured organic reaction records Reactants: C(C)(C)(C)OC(=O)NNCC1=C(C=CC(=C1)Br)O (N′-(5-bromo-2-hydroxy-benzyl)-hydrazinecarboxylic acid tert-butyl ester), CCO (EtOH), C(C)OC(CC(C(C)=O)=CN(C)C)=O (3-[1-dimethylamino-methylidene]-4-oxo-pentanoic acid ethyl ester). The solvent is C(Cl)Cl (CH2Cl2), C(=O)(C(F)(F)F)O (TFA). Reaction conditions: time 2 hour. Product: C(C)OC(CC=1C=NN(C1C)CC1=C(C=CC(=C1)Br)O)=O ([1-(5-Bromo-2-hydroxy-benzyl)-5-methyl-1H-pyrazol-4-yl]-acetic acid ethyl ester). The yield is 16.4%. RXN SMILES: C(O[C:6]([NH:8][NH:9][CH2:10][C:11]1[CH:16]=[C:15]([Br:17])[CH:14]=[CH:13][C:12]=1[OH:18])=O)(C)(C)C.CCO.[CH2:22]([O:24][C:25](=[O:35])[CH2:26][C:27](=CN(C)C)[C:28](=O)[CH3:29])[CH3:23]>C(Cl)Cl.C(O)(C(F)(F)F)=O>[CH2:22]([O:24][C:25](=[O:35])[CH2:26][C:27]1[CH:6]=[N:8][N:9]([CH2:10][C:11]2[CH:16]=[C:15]([Br:17])[CH:14]=[CH:13][C:12]=2[OH:18])[C:28]=1[CH3:29])[CH3:23]. Procedure: A suspension of N′-(5-bromo-2-hydroxy-benzyl)-hydrazinecarboxylic acid tert-butyl ester 1 1 g (3.1 mmol) in a mixture of CH2Cl2 (8 mL) and TFA (8 mL) was stirred at RT for 2 hours. The volatiles were removed in vacuo. The residue was dissolved in abs. EtOH (7 mL) and added to 3-[1-dimethylamino-methylidene]-4-oxo-pentanoic acid ethyl ester (4.8 mmol) at RT. The resulting mixture was stirred at RT for 1 hour, refluxed for 2 h, let cool down and stirred at RT for 16 h. The oily residue obtained af... Reactants: FC1=CC=C(CC2=CC(=NN2CC(=O)O)C2=CC=NC=C2)C=C1 ([5-(4-fluorobenzyl)-3-pyridin-4-yl-1H-pyrazol-1-yl]acetic acid), ON=C(N)C1=NC=CC=N1 (N′-hydroxypyrimidine-2-carboximidamide), C1=CN(C=N1)C(=O)N2C=CN=C2 (CDI). Solvent: C1CCOC1 (THF), CN(C)C=O (DMF). Run at time 2 hour. Yields the product FC1=CC=C(CC2=CC(=NN2CC(=O)ON=C(N)C2=NC=CC=N2)C2=CC=NC=C2)C=C1 (N′-({2-[5-(4-fluorobenzyl)-3-pyridin-4-yl-1H-pyrazol-1-yl]acetyl}oxy)pyrimidine-2-carboximidamide). As a reaction SMILES: [F:1][C:2]1[CH:23]=[CH:22][C:5]([CH2:6][C:7]2[N:11]([CH2:12][C:13]([OH:15])=[O:14])[N:10]=[C:9]([C:16]3[CH:21]=[CH:20][N:19]=[CH:18][CH:17]=3)[CH:8]=2)=[CH:4][CH:3]=1.C1N=CN(C(N2C=NC=C2)=O)C=1.O[N:37]=[C:38]([C:40]1[N:45]=[CH:44][CH:43]=[CH:42][N:41]=1)[NH2:39]>C1COCC1.CN(C=O)C>[F:1][C:2]1[CH:3]=[CH:4][C:5]([CH2:6][C:7]2[N:11]([CH2:12][C:13]([O:15][N:37]=[C:38]([C:40]3[N:45]=[CH:44][CH:43]=[CH:42][N:41]=3)[NH2:39])=[O:14])[N:10]=[C:9]([C:16]3[CH:21]=[CH:20][N:19]=[CH:18][CH:17]=3)[CH:8]=2)=[CH:22][CH:23]=1. Procedure: To a suspension of [5-(4-fluorobenzyl)-3-pyridin-4-yl-1H-pyrazol-1-yl]acetic acid (200 mg, 0.64 mmol) in THF (2 mL) and DMF (2 mL) was added CDI (240 mg, 1.41 mmol) and stirred for 2 hours forming a clear solution. To this was added N′-hydroxypyrimidine-2-carboximidamide (115 mg, 0.84 mmol) and the resulting suspension stirred for 18 hours at room temperature. The solid was filtered off to yield crude N′-({2-[5-(4-fluorobenzyl)-3-pyridin-4-yl-1H-pyrazol-1-yl]acetyl}oxy)pyrimidine-2-carboximidami... Reactants: C(C=C)(=O)NCCC1CCN(CC1)C(=O)OC(C)(C)C (tert-butyl 4-(2-acrylamidoethyl)piperidine-1-carboxylate). Run in Cl.CO (HCl MeOH). Reaction conditions: time 1 hour. Yields the product N1CCC(CC1)CCNC(C=C)=O (N-(2-(Piperidin-4-yl)ethyl)acrylamide). The yield is 141.7%. RXN SMILES: [C:1]([NH:5][CH2:6][CH2:7][CH:8]1[CH2:13][CH2:12][N:11](C(OC(C)(C)C)=O)[CH2:10][CH2:9]1)(=[O:4])[CH:2]=[CH2:3]>Cl.CO>[NH:11]1[CH2:12][CH2:13][CH:8]([CH2:7][CH2:6][NH:5][C:1](=[O:4])[CH:2]=[CH2:3])[CH2:9][CH2:10]1 |f:1.2|. Reported procedure: A mixture of tert-butyl 4-(2-acrylamidoethyl)piperidine-1-carboxylate (600 mg, 2.13 mmol) in HCl/MeOH (60 mL, 2.86 M) was stirred at room temperature for 1 h. The mixture was concentrated in vacuo to yield the crude product (550 mg) as a solid which was used directly in the next step without further purification. Starting materials: ClC1=NC(=C2N=CN(C2=N1)C1CCCC1)Cl (2,6-dichloro-9-cyclopentylpurine), CC(CCN)C (3-methylbutylamine). The solvent is C(C)N(CC)CC (triethylamine). Product: ClC1=NC(=C2N=CN(C2=N1)C1CCCC1)NCCC(C)C (2-Chloro-6-[(3-methylbutyl)amino]-9-cyclopentylpurine). As a reaction SMILES: [Cl:1][C:2]1[N:10]=[C:9]2[C:5]([N:6]=[CH:7][N:8]2[CH:11]2[CH2:15][CH2:14][CH2:13][CH2:12]2)=[C:4](Cl)[N:3]=1.[CH3:17][CH:18]([CH3:22])[CH2:19][CH2:20][NH2:21]>C(N(CC)CC)C>[Cl:1][C:2]1[N:10]=[C:9]2[C:5]([N:6]=[CH:7][N:8]2[CH:11]2[CH2:15][CH2:14][CH2:13][CH2:12]2)=[C:4]([NH:21][CH2:20][CH2:19][CH:18]([CH3:22])[CH3:17])[N:3]=1. Procedure: 2-Chloro-6-[(3-methylbutyl)amino]-9-cyclopentylpurine is prepared from 2,6-dichloro-9-cyclopentylpurine, 3-methylbutylamine, and triethylamine essentially as described above in Example 1, Scheme A, step b. The reactants are ClC1=C(C(=NC=C1)NC(C(C)(C)C)=O)C=O (N-(4-Chloro-3-formylpyridin-2-yl)pivalamide), O=C(CC(=O)NCC1=CC(=CC=C1)C(F)(F)F)C (3-oxo-N-(3-(trifluoromethyl)benzyl)butanamide), C[Si](N[Si](C)(C)C)(C)C.[K] (Potassium hexamethyldisilazane). Run in [NH4+].[Cl-] (NH4Cl), C1CCOC1 (THF). Reaction conditions: temperature 0 celsius, time 15 minute. Yields the product ClC1=C2C=C(C(=NC2=NC=C1)C)C(=O)NCC1=CC(=CC=C1)C(F)(F)F (5-chloro-2-methyl-N-(3-(trifluoromethyl)benzyl)-1,8-naphthyridine-3-carboxamide). Yield: 80.3%. Reaction SMILES: [Cl:1][C:2]1[CH:7]=[CH:6][N:5]=[C:4]([NH:8][C:9](=O)[C:10](C)(C)C)C=1C=O.O=[C:18]([CH3:34])[CH2:19][C:20]([NH:22][CH2:23][C:24]1[CH:29]=[CH:28][CH:27]=[C:26]([C:30]([F:33])([F:32])[F:31])[CH:25]=1)=[O:21].C[Si](C)(C)N[Si](C)(C)C.[K]>C1COCC1.[NH4+].[Cl-]>[Cl:1][C:2]1[CH:7]=[CH:6][N:5]=[C:4]2[C:34]=1[CH:18]=[C:19]([C:20]([NH:22][CH2:23][C:24]1[CH:29]=[CH:28][CH:27]=[C:26]([C:30]([F:33])([F:32])[F:31])[CH:25]=1)=[O:21])[C:9]([CH3:10])=[N:8]2 |f:2.3,5.6,^1:43|. Procedure details: N-(4-Chloro-3-formylpyridin-2-yl)pivalamide (678 mg, 2.82 mmol) and 3-oxo-N-(3-(trifluoromethyl)benzyl)butanamide (2.82 mmol) was dissolved in dry THF (25 ml) and cooled to 0° C. under an atmosphere of nitrogen. Potassium hexamethyldisilazane (14 ml, 7.0 mmol, 0.5 M in toluene) was added dropwise under 15 minutes and the reaction was stirred at 0° C. for 15 minutes followed by 18 hours at room temperature. Reaction was then diluted with NH4Cl (50 ml, sat aq) and extracted with CH2Cl2 (3*30 ml). ... Starting materials: [Cl-].[NH4+] (ammonium chloride), BrC=1C(N(N=CC1OC)C1=CC(=CC(=C1)Cl)Cl)=O (4-Bromo-2-(3,5-dichlorophenyl)-5-methoxypyridazin-3-one), C(CCC)[Li] (n-Butyl lithium), C(CCC)[Li] (n-Butyl lithium). The solvent is C1CCOC1 (THF). Yields the product ClC=1C=C(C=C(C1)Cl)N1N=CC(=CC1=O)OC (2-(3,5-Dichlorophenyl)-5-methoxypyridazin-3-one). Reaction SMILES: Br[C:2]1[C:3](=[O:18])[N:4]([C:10]2[CH:15]=[C:14]([Cl:16])[CH:13]=[C:12]([Cl:17])[CH:11]=2)[N:5]=[CH:6][C:7]=1[O:8][CH3:9].C([Li])CCC.[Cl-].[NH4+]>C1COCC1>[Cl:17][C:12]1[CH:11]=[C:10]([N:4]2[C:3](=[O:18])[CH:2]=[C:7]([O:8][CH3:9])[CH:6]=[N:5]2)[CH:15]=[C:14]([Cl:16])[CH:13]=1 |f:2.3|. Procedure details: 4-Bromo-2-(3,5-dichlorophenyl)-5-methoxypyridazin-3-one (2.5 g, 0.0071 moles) was dissolved in THF (250 ml) and cooled to −50° under nitrogen. 1.6M n-Butyl lithium (6.7 ml, 0.011 moles) was added dropwise with stirring. Allowed to warm to −20° over 1 hour. Added 1 equivalent of 1.6M n-Butyl lithium (4.4 ml, 0.0071 moles) dropwise. Stirred at −20° for 30 minutes. Poured into ammonium chloride solution and stirred for 15 minutes. Extracted with EtOAc (×2) and washed with water. Dried over anhydrou... Starting materials: Cl.NC=1SC=C(N1)C (2-amino-4-methylthiazole hydrochloride), BrN1C(CCC1=O)=O (N-bromosuccinimide), C(C)(C)OC(C)C (isopropyl ether). Solvent: C(C)(=O)O (acetic acid). The product is Cl.NC=1SC(=C(N1)C)Br (2-amino-5-bromo-4-methylthiazole hydrochloride). Yield: 89.7%. RXN SMILES: [ClH:1].[NH2:2][C:3]1[S:4][CH:5]=[C:6]([CH3:8])[N:7]=1.[Br:9]N1C(=O)CCC1=O.C(OC(C)C)(C)C>C(O)(=O)C>[ClH:1].[NH2:2][C:3]1[S:4][C:5]([Br:9])=[C:6]([CH3:8])[N:7]=1 |f:0.1,5.6|. Reported procedure: To a solution of 2-amino-4-methylthiazole hydrochloride (3.0 g) in acetic acid (20 ml) was added once N-bromosuccinimide (4.0 g) at room temperature with stirring. The mixture was stirred at room temperature for 1.5 hours and the reaction mixture was poured into isopropyl ether under ice cooling. The precipitates were collected by filtration, washed with ethyl ether and dried in vacuo to give 2-amino-5-bromo-4-methylthiazole hydrochloride (4.1 g, yield: 89.1%). Starting materials: CCCN(CC1CCN(C(=O)OC(C)(C)C)CC1)C1CCc2ccc(OC)cc2C1, ClCCl, O=C(O)C(F)(F)F. The product is CCCN(CC1CCNCC1)C1CCc2ccc(OC)cc2C1. As a reaction SMILES: [C:1]([O:2][C:3](=[O:4])[N:8]1[CH2:9][CH2:10][CH:11]([CH2:14][N:15]([CH2:16][CH2:17][CH3:18])[CH:19]2[CH2:20][c:21]3[cH:22][c:23]([O:29][CH3:30])[cH:24][cH:25][c:26]3[CH2:27][CH2:28]2)[CH2:12][CH2:13]1)([CH3:5])([CH3:6])[CH3:7].[CH2:38]([Cl:39])[Cl:40].[OH:31][C:32]([C:33]([F:34])([F:35])[F:36])=[O:37]>>[NH:8]1[CH2:9][CH2:10][CH:11]([CH2:14][N:15]([CH2:16][CH2:17][CH3:18])[CH:19]2[CH2:20][c:21]3[cH:22][c:23]([O:29][CH3:30])[cH:24][cH:25][c:26]3[CH2:27][CH2:28]2)[CH2:12][CH2:13]1.